Dataset: the Open Reaction Database (ORD), a public repository of structured organic reaction records. Task: describe an organic reaction: reactants, conditions, products, and yield Reactants: C(C1=CC=CC=C1)O[C@H]1[C@@H]([C@H](N(C1)C(=O)OCC1=CC=CC=C1)COCC1=CC=CC=C1)O[C@@H]1[C@H](OCC2=CC=CC=C2)[C@@H](OCC2=CC=CC=C2)[C@H](O[C@H]2[C@H](OCC3=CC=CC=C3)[C@@H](OCC3=CC=CC=C3)[C@H](OCC3=CC=CC=C3)[C@H](O2)C)[C@H](O1)COCC1=CC=CC=C1 (Benzyl (2R,3R,4R)-4-benzyloxy-2-benzyloxymethyl-3-{[2,3,6-tri-O-benzyl-4-O-(2,3,4-tri-O-benzyl-6-deoxy-β-D-glucopyranosyl)-α-D-glucopyranosyl]oxy}pyrrolidine-1-carboxylate). The reagents and catalysts are [OH-].[Pd+2].[OH-].[C] (palladium hydroxide carbon). Run in CO.Cl (hydrochloric acid methanol). Reaction conditions: time 2 hour. Product: [C@@H]1([C@H](O)[C@@H](O)[C@H](O)[C@H](O1)C)O[C@H]1[C@@H]([C@H]([C@@H](O[C@@H]2[C@H](NC[C@H]2O)CO)O[C@@H]1CO)O)O ((2R,3R,4R)-4-Hydroxy-2-(hydroxymethyl)pyrrolidin-3-yl 4-O-(6-deoxy-β-D-glucopyranosyl)-α-D-glucopyranoside). Yield: 35.2%. Reaction SMILES: C([O:8][C@@H:9]1[CH2:13][N:12](C(OCC2C=CC=CC=2)=O)[C@H:11]([CH2:24][O:25]CC2C=CC=CC=2)[C@H:10]1[O:33][C@H:34]1[O:87][C@H:86]([CH2:88][O:89]CC2C=CC=CC=2)[C@@H:53]([O:54][C@@H:55]2[O:84][C@H:83]([CH3:85])[C@@H:74]([O:75]CC3C=CC=CC=3)[C@H:65]([O:66]CC3C=CC=CC=3)[C@H:56]2[O:57]CC2C=CC=CC=2)[C@H:44]([O:45]CC2C=CC=CC=2)[C@H:35]1[O:36]CC1C=CC=CC=1)C1C=CC=CC=1>CO.Cl.[OH-].[Pd+2].[OH-].[C]>[C@@H:55]1([O:54][C@@H:53]2[C@@H:86]([CH2:88][OH:89])[O:87][C@H:34]([O:33][C@H:10]3[C@H:9]([OH:8])[CH2:13][NH:12][C@@H:11]3[CH2:24][OH:25])[C@H:35]([OH:36])[C@H:44]2[OH:45])[O:84][C@H:83]([CH3:85])[C@@H:74]([OH:75])[C@H:65]([OH:66])[C@H:56]1[OH:57] |f:1.2,3.4.5.6|. Procedure details: The compound (13.3 g, 10.3 mmol) synthesized in Example 2 (2 g) was dissolved in 1% hydrochloric acid methanol solution (250 mL) and 20% palladium hydroxide-carbon (4 g) was added thereto, followed by stirring of the mixture under a hydrogen atmosphere for 2 hours. After the catalyst was removed by celite filtration, 28% ammonia water (5 mL) was added thereto and the mixture was stirred for 10 minutes. After the solvent was distilled off under reduced pressure and the residue was passed through ...